describe an organic reaction: reactants, conditions, products, and yield From a dataset of the Open Reaction Database (ORD), a public repository of structured organic reaction records. Reactants: BrC1=C(C=C(C=C1)F)[C@@H]1N(CC(C1)(F)F)C(=O)OC(C)(C)C ((R)-tert-butyl 2-(2-bromo-5-fluorophenyl)-4,4-difluoro-pyrrolidine-1-carboxylate), dipalladium(II), C1CCOC1 (THF), N12CCCCCC2=NCCC1 (1,8-diazabicyclo-[5.4.0]undec-7-ene), C(C)(C)N (isopropylamine). Reagents/catalysts: [C-]#[O+].[C-]#[O+].[C-]#[O+].[C-]#[O+].[C-]#[O+].[C-]#[O+].[Mo] (molybdenum hexacarbonyl). The solvent is CCOC(=O)C (EtOAc). Run at temperature 150 celsius. Product: FC1(C[C@@H](N(C1)C(=O)OC(C)(C)C)C1=C(C=CC(=C1)F)C(NC(C)C)=O)F ((R)-tert-butyl 4,4-difluoro-2-(5-fluoro-2-(isopropylcarbamoyl)phenyl)pyrrolidine-1-carboxylate). As a reaction SMILES: Br[C:2]1[CH:7]=[CH:6][C:5]([F:8])=[CH:4][C:3]=1[C@H:9]1[CH2:13][C:12]([F:15])([F:14])[CH2:11][N:10]1[C:16]([O:18][C:19]([CH3:22])([CH3:21])[CH3:20])=[O:17].C1C[O:26][CH2:25]C1.N12CCCN=C1CCCCC2.[CH:39]([NH2:42])([CH3:41])[CH3:40]>CCOC(C)=O.[C-]#[O+].[C-]#[O+].[C-]#[O+].[C-]#[O+].[C-]#[O+].[C-]#[O+].[Mo]>[F:14][C:12]1([F:15])[CH2:11][N:10]([C:16]([O:18][C:19]([CH3:22])([CH3:21])[CH3:20])=[O:17])[C@@H:9]([C:3]2[CH:4]=[C:5]([F:8])[CH:6]=[CH:7][C:2]=2[C:25](=[O:26])[NH:42][CH:39]([CH3:41])[CH3:40])[CH2:13]1 |f:5.6.7.8.9.10.11|. Procedure details: To a nitrogen-flushed microwave vial was added (R)-tert-butyl 2-(2-bromo-5-fluorophenyl)-4,4-difluoro-pyrrolidine-1-carboxylate (I-49) (304 mg, 0.80 mmol), molybdenum hexacarbonyl (211 mg, 0.80 mmol), trans-di-μ-acetatobis[2-di-o-tolylphosphino)benzyl]-dipalladium(II) (Palladacycle) (30 mg, 4 mol %), THF (1.6 mL), 1,8-diazabicyclo-[5.4.0]undec-7-ene (DBU) (239 μL, 1.6 mmol) and isopropylamine (171 μL, 2.0 mmol). The vial was capped and then heated at 150° C. for 30 minutes in a Biotage microwave...